From a dataset of the Open Reaction Database (ORD), a public repository of structured organic reaction records. describe an organic reaction: reactants, conditions, products, and yield Starting materials: [Cl-].[NH4+] (ammonium chloride), Grignard reactant, OC1=C(C=CC(=C1)O)C(CC)=O (2',4'-dihydroxy-propiophenone), [Mg] (magnesium), FC(C=1C=C(C=CC1)Br)(F)F (3-trifluoromethylbromobenzene). Run in O1CCCC1 (tetrahydrofurane), O1CCCC1 (tetrahydrofurane). Product: FC(C=1C=C(C=CC1)C(CC)(O)C1=C(C=C(O)C=C1)O)(F)F (4-[1-(3-Trifluoromethylphenyl)-1-hydroxypropyl]-resorcin). Reaction SMILES: [Mg].[F:2][C:3]([F:12])([F:11])[C:4]1[CH:5]=[C:6](Br)[CH:7]=[CH:8][CH:9]=1.[OH:13][C:14]1[CH:19]=[C:18]([OH:20])[CH:17]=[CH:16][C:15]=1[C:21](=[O:24])[CH2:22][CH3:23].[Cl-].[NH4+]>O1CCCC1>[F:2][C:3]([F:12])([F:11])[C:4]1[CH:5]=[C:6]([C:21]([C:15]2[CH:16]=[CH:17][C:18]([OH:20])=[CH:19][C:14]=2[OH:13])([OH:24])[CH2:22][CH3:23])[CH:7]=[CH:8][CH:9]=1 |f:3.4|. Procedure details: To a Grignard reactant prepared from 14.6 g. of magnesium turnings and 135 g. of 3-trifluoromethylbromobenzene in 330 ml. of tetrahydrofurane a solution of 16.6 g. of 2',4'-dihydroxy-propiophenone in 83 ml. of tetrahydrofurane is added dropwise, at 50° C., and the mixture is stirred at this temperature for 30 additional minutes. After cooling, the reaction mixture is decomposed with a cold 20% aqueous ammonium chloride solution, with stirring. The phases are separated, the aqueous phase is extra...